From a dataset of the Open Reaction Database (ORD), a public repository of structured organic reaction records. describe an organic reaction: reactants, conditions, products, and yield Starting materials: NC1=C(C(=O)OC)C=CC=C1 (methyl 2-aminobenzoate), N1=CC=CC=C1 (pyridine), C(C)(C)(C)C1=CC=C(C(=O)Cl)C=C1 (4-tert-butylbenzoyl chloride). Reagents/catalysts: CN(C1=CC=NC=C1)C (4-dimethylaminopyridine). Run in ClCCl (dichloromethane), ClCCl (dichloromethane). Reaction conditions: temperature 0 celsius, time 8 hour. The product is C(C)(C)(C)C1=CC=C(C(=O)NC2=C(C(=O)OC)C=CC=C2)C=C1 (Methyl 2-(4-tert-butylbenzoylamino)benzoate). Reaction SMILES: [NH2:1][C:2]1[CH:11]=[CH:10][CH:9]=[CH:8][C:3]=1[C:4]([O:6][CH3:7])=[O:5].N1C=CC=CC=1.[C:18]([C:22]1[CH:30]=[CH:29][C:25]([C:26](Cl)=[O:27])=[CH:24][CH:23]=1)([CH3:21])([CH3:20])[CH3:19]>ClCCl.CN(C)C1C=CN=CC=1>[C:18]([C:22]1[CH:23]=[CH:24][C:25]([C:26]([NH:1][C:2]2[CH:11]=[CH:10][CH:9]=[CH:8][C:3]=2[C:4]([O:6][CH3:7])=[O:5])=[O:27])=[CH:29][CH:30]=1)([CH3:21])([CH3:19])[CH3:20]. Procedure details: To a stirring solution of methyl 2-aminobenzoate (5 g, 33.1 mmol) and pyridine (5.3 g, 66 mmol) in dichloromethane (100 mL) was added 4-dimethylaminopyridine (0.2 g, 1.6 mmol). The mixture was cooled to 0° C. and treated with 4-tert-butylbenzoyl chloride (6.5 g, 33.1 mmol). After stirring overnight, the reaction mixture was diluted with dichloromethane (100 mL)and washed twice with 1 M aqueous citric acid (100 mL). The organic layer was then washed sequentially with water (100 mL) and 5 N aqueou... Reactants: CCCCc1cc(CCC=O)n(-c2ccc(Cl)cc2)n1, Fc1ccccc1N1CCNCC1. Product: CCCCc1cc(CCCN2CCN(c3ccccc3F)CC2)n(-c2ccc(Cl)cc2)n1. As a reaction SMILES: [Cl:1][c:2]1[cH:3][cH:4][c:5](-[n:8]2[n:9][c:10]([CH2:17][CH2:18][CH2:19][CH3:20])[cH:11][c:12]2[CH2:13][CH2:14][CH:15]=[O:16])[cH:6][cH:7]1.[F:21][c:22]1[c:23]([N:28]2[CH2:29][CH2:30][NH:31][CH2:32][CH2:33]2)[cH:24][cH:25][cH:26][cH:27]1>>[Cl:1][c:2]1[cH:3][cH:4][c:5](-[n:8]2[n:9][c:10]([CH2:17][CH2:18][CH2:19][CH3:20])[cH:11][c:12]2[CH2:13][CH2:14][CH2:15][N:31]2[CH2:30][CH2:29][N:28]([c:23]3[c:22]([F:21])[cH:27][cH:26][cH:25][cH:24]3)[CH2:33][CH2:32]2)[cH:6][cH:7]1. Reactants: C(=C)C(C1=CC=CC=C1)Cl (vinylbenzyl chloride), CN(C=O)C (dimethylformamide), [N-]=[N+]=[N-].[Na+] (sodium azide). Run in O (water). Reaction conditions: time 8 hour. The product is C(=C)C(C1=CC=CC=C1)N=[N+]=[N-] (Vinyl Benzyl Azide). Reaction SMILES: [CH:1]([CH:3](Cl)[C:4]1[CH:9]=[CH:8][CH:7]=[CH:6][CH:5]=1)=[CH2:2].CN(C)C=O.[N-:16]=[N+:17]=[N-:18].[Na+]>O>[CH:1]([CH:3]([N:16]=[N+:17]=[N-:18])[C:4]1[CH:9]=[CH:8][CH:7]=[CH:6][CH:5]=1)=[CH2:2] |f:2.3|. Procedure: To a 100 ml round bottom flask equipped with a stir bar, 4.0 g (26.2 mm) of vinylbenzyl chloride, and 10 ml of dimethylformamide (DMF) were added. To this solution 3.40 g (52.4 mm) of sodium azide was added and the reaction mixture was stirred at room temperature overnight, after which time 50 ml of deionized water were added to the solution. The resulting 4-vinyl benzyl azide was extracted from the reaction solution with ethyl ether. The product was confirmed by 1H NMR. The reactants are [BH4-].[Na+] (Sodium borohydride), CC(C)(C)N(C([O-])=O)CC1=CC(=CC=C1)CN1N=C(C2=C(C=CC=C12)C(C)=O)NS(=O)(=O)C=1SC(=CC1)Cl (1,1-dimethylethyl({3-[(4-acetyl-3-{[(5-chloro-2-thienyl)sulfonyl]amino}-1H-indazol-1-yl)methyl]phenyl}methyl)carbamate), Cl (HCl), O1CCOCC1 (Dioxane), Intermediate 75. Run in CO (MeOH). Reaction conditions: time 2 hour. The product is NCC=1C=C(C=CC1)CN1N=C(C2=C(C=CC=C12)C(C)O)NS(=O)(=O)C=1SC(=CC1)Cl (N-[1-{[3-(Aminomethyl)phenyl]methyl}-4-(1-hydroxyethyl)-1H-indazol-3-yl]-5-chloro-2-thiophenesulfonamide). As a reaction SMILES: [BH4-].[Na+].CC([N:7]([CH2:11][C:12]1[CH:17]=[CH:16][CH:15]=[C:14]([CH2:18][N:19]2[C:27]3[C:22](=[C:23]([C:28](=[O:30])[CH3:29])[CH:24]=[CH:25][CH:26]=3)[C:21]([NH:31][S:32]([C:35]3[S:36][C:37]([Cl:40])=[CH:38][CH:39]=3)(=[O:34])=[O:33])=[N:20]2)[CH:13]=1)C(=O)[O-])(C)C.Cl.O1CCOCC1>CO>[NH2:7][CH2:11][C:12]1[CH:13]=[C:14]([CH2:18][N:19]2[C:27]3[C:22](=[C:23]([CH:28]([OH:30])[CH3:29])[CH:24]=[CH:25][CH:26]=3)[C:21]([NH:31][S:32]([C:35]3[S:36][C:37]([Cl:40])=[CH:38][CH:39]=3)(=[O:34])=[O:33])=[N:20]2)[CH:15]=[CH:16][CH:17]=1 |f:0.1|. Procedure details: Sodium borohydride (20.52 mg, 0.543 mmol) was added to a stirring solution of 1,1-dimethylethyl({3-[(4-acetyl-3-{[(5-chloro-2-thienyl)sulfonyl]amino}-1H-indazol-1-yl)methyl]phenyl}methyl)carbamate (for a preparation see Intermediate 75) (260 mg, 0.452 mmol) in MeOH (5 mL) at 25° C. under N2. The reaction mixture was stirred at room temp for 2 h. About ˜⅔ of the methanol was evaporated in vacuo and the residue was treated slowly with 1M HCl (5 mL). The product was extracted with EtOAc (2×40 mL) a... Reactants: C1(=CC=CC=C1)CCCCCO (5-phenylpentanol), [H-].[Na+] (sodium hydride), C(C#C)(=O)Cl (propiolic acid chloride), C(C#C)(=O)[O-].[Na+] (sodium propiolate), S(=O)(Cl)Cl (thionyl chloride). The solvent is C1=CC=CC=C1 (benzene), C1=CC=CC=C1 (benzene), C1=CC=CC=C1 (benzene), C1=CC=CC=C1 (benzene). The product is C(C#C)(=O)Cl (propiolic acid chloride), C(C#C)(=O)OCCCCCC1=CC=CC=C1 (5-phenylpentyl propiolate). Reaction SMILES: [C:1]1([CH2:7][CH2:8][CH2:9][CH2:10][CH2:11][OH:12])[CH:6]=[CH:5][CH:4]=[CH:3][CH:2]=1.[H-].[Na+].[C:15]([O-])(=[O:18])[C:16]#[CH:17].[Na+].S(Cl)(Cl)=O.[C:25]([Cl:29])(=[O:28])[C:26]#[CH:27]>C1C=CC=CC=1>[C:25]([Cl:29])(=[O:28])[C:26]#[CH:27].[C:15]([O:12][CH2:11][CH2:10][CH2:9][CH2:8][CH2:7][C:1]1[CH:6]=[CH:5][CH:4]=[CH:3][CH:2]=1)(=[O:18])[C:16]#[CH:17] |f:1.2,3.4|. Procedure: With stirring, 1 gram of 5-phenylpentanol was added dropwise to a mixture of 0.25 g of sodium hydride (60% oil suspension) and 25 ml of dried benzene. The mixed solution is further stirred at ambient temperatures for one hour. A benzene solution of propiolic acid chloride is prepared by stirring a mixture of 0.62 g of sodium propiolate, 0.80 g of thionyl chloride, and 20 ml of dried benzene at ambient temperatures for five hours. The benzene solution of propiolic acid chloride thus prepared is a... Starting materials: FC1=C(C=CC(=C1)[N+](=O)[O-])N1N=C(N=C1)C (1-(2-Fluoro-4-nitro-phenyl)-3-methyl-1,2,4-triazole), FC1=C(C=CC(=C1)[N+](=O)[O-])N1N=C(N=C1)C (1-(2-Fluoro-4-nitro-phenyl)-3-methyl-1,2,4-triazole), C(=O)(O)[O-].[Na+] (NaHCO3). The solvent is C(C)O (ethanol). Reaction conditions: temperature 70 celsius, time 1 hour. Product: FC=1C=C(C=CC1N1N=C(N=C1)C)N (3-Fluoro-4-(3-methyl-1,2,4-triazol-1-yl)phenylamine). The yield is 99.6%. Reaction SMILES: [F:1][C:2]1[CH:7]=[C:6]([N+:8]([O-])=O)[CH:5]=[CH:4][C:3]=1[N:11]1[CH:15]=[N:14][C:13]([CH3:16])=[N:12]1.C([O-])(O)=O.[Na+]>C(O)C>[F:1][C:2]1[CH:7]=[C:6]([NH2:8])[CH:5]=[CH:4][C:3]=1[N:11]1[CH:15]=[N:14][C:13]([CH3:16])=[N:12]1 |f:1.2|. Procedure: A mixture of 1-(2-Fluoro-4-nitro-phenyl)-3-methyl-1,2,4-triazole (Intermediate 28) (56.6 g, 0.255 mol) and SnCl22H2O (292 g, 1.29 mol) in ethanol (800 ml) was stirred at 70° C. under N2 for 1 hour. After cooling to room temperature, the reaction mixture was poured onto ice and the pH was made slightly basic by addition of NaHCO3 (solid) and extracted with ethyl acetate (3×). The combined organic phase was washed with brine (2×), dried over sodium sulfate and concentrated in vacuo to give the tit... The reactants are ClCCl, COC(=O)Cl, OCC(CO)CO, c1ccncc1. The product is COC(=O)OCC(CO)CO. As a reaction SMILES: [Cl:13][CH2:14][Cl:15].[Cl:8][C:9](=[O:10])[O:11][CH3:12].[OH:1][CH2:2][CH:3]([CH2:4][OH:5])[CH2:6][OH:7].[cH:16]1[cH:17][cH:18][n:19][cH:20][cH:21]1>>[O:1]([CH2:2][CH:3]([CH2:4][OH:5])[CH2:6][OH:7])[C:9](=[O:10])[O:11][CH3:12]. Reactants: C(C)(=O)N1[C@H]([C@H](N2C1=CC=C(C2=O)I)C2=CC=C(C=C2)Cl)C2=CC=C(C=C2)Cl (rac-cis-1-acetyl-2,3-bis-(4-chloro-phenyl)-2,3-dihydro-6-iodo-1H-imidazo[1,2-a]pyridin-5-one), C(C1=CC=CC=C1)N1N=CC(=C1)B(O)O (1-benzyl-1H-pyrazole-4-boronic acid). Yields the product C(C)(=O)N1[C@H]([C@H](N2C1=CC=C(C2=O)C=2C=NN(C2)CC2=CC=CC=C2)C2=CC=C(C=C2)Cl)C2=CC=C(C=C2)Cl (rac-cis-1-Acetyl-6-(1-benzyl-1H-pyrazol-4-yl)-2,3-bis-(4-chloro-phenyl)-2,3-dihydro-1H-imidazo[1,2-a]pyridin-5-one), expected product. Reaction SMILES: [C:1]([N:4]1[C:8]2=[CH:9][CH:10]=[C:11](I)[C:12](=[O:13])[N:7]2[C@H:6]([C:15]2[CH:20]=[CH:19][C:18]([Cl:21])=[CH:17][CH:16]=2)[C@@H:5]1[C:22]1[CH:27]=[CH:26][C:25]([Cl:28])=[CH:24][CH:23]=1)(=[O:3])[CH3:2].[CH2:29]([N:36]1[CH:40]=[C:39](B(O)O)[CH:38]=[N:37]1)[C:30]1[CH:35]=[CH:34][CH:33]=[CH:32][CH:31]=1>>[C:1]([N:4]1[C:8]2=[CH:9][CH:10]=[C:11]([C:39]3[CH:38]=[N:37][N:36]([CH2:29][C:30]4[CH:35]=[CH:34][CH:33]=[CH:32][CH:31]=4)[CH:40]=3)[C:12](=[O:13])[N:7]2[C@H:6]([C:15]2[CH:20]=[CH:19][C:18]([Cl:21])=[CH:17][CH:16]=2)[C@@H:5]1[C:22]1[CH:27]=[CH:26][C:25]([Cl:28])=[CH:24][CH:23]=1)(=[O:3])[CH3:2]. Reported procedure: rac-cis-1-Acetyl-6-(1-benzyl-1H-pyrazol-4-yl)-2,3-bis-(4-chloro-phenyl)-2,3-dihydro-1H-imidazo[1,2-a]pyridin-5-one was prepared according to general method D by reaction of rac-cis-1-acetyl-2,3-bis-(4-chloro-phenyl)-2,3-dihydro-6-iodo-1H-imidazo[1,2-a]pyridin-5-one with 1-benzyl-1H-pyrazole-4-boronic acid. The compound was isolated by preparative HPLC. The expected product was characterized by LC/MS (M+H) where the mass was observed as 555.17; the expected mass is 554.1. LC/MS indicated a purity... Starting materials: FC(C=1C=C(C=C(C1)C(F)(F)F)[C@@H]1[C@@H](N(C(O1)=O)CC1=C(C=CC(=C1)C(F)(F)F)C1=NC(=CC=C1OC)C)C)(F)F ((4S,5R)-5-[3,5-bis(trifluoromethyl)phenyl]-3-[2-(3-methoxy-6-methylpyridin-2-yl)-5-(trifluoromethyl)benzyl]-4-methyl-1,3-oxazolidin-2-one), C1=CC(=CC(=C1)Cl)C(=O)OO (m-CPBA). Solvent: C(Cl)Cl (CH2Cl2), C(Cl)Cl (CH2Cl2). Run at time 1 hour. The product is FC(C=1C=C(C=C(C1)C(F)(F)F)[C@@H]1[C@@H](N(C(O1)=O)CC1=C(C=CC(=C1)C(F)(F)F)C1=[N+](C(=CC=C1OC)C)[O-])C)(F)F ((4S,5R)-5-[3,5-bis(trifluoromethyl)phenyl]-3-[2-(3-methoxy-6-methyl-1-oxidopyridin-2-yl)-5-(trifluoromethyl)benzyl]-4-methyl-1,3-oxazolidin-2-one). RXN SMILES: [F:1][C:2]([F:41])([F:40])[C:3]1[CH:4]=[C:5]([C@H:13]2[O:17][C:16](=[O:18])[N:15]([CH2:19][C:20]3[CH:25]=[C:24]([C:26]([F:29])([F:28])[F:27])[CH:23]=[CH:22][C:21]=3[C:30]3[C:35]([O:36][CH3:37])=[CH:34][CH:33]=[C:32]([CH3:38])[N:31]=3)[C@H:14]2[CH3:39])[CH:6]=[C:7]([C:9]([F:12])([F:11])[F:10])[CH:8]=1.C1C=C(Cl)C=C(C(OO)=[O:50])C=1>C(Cl)Cl>[F:41][C:2]([F:1])([F:40])[C:3]1[CH:4]=[C:5]([C@H:13]2[O:17][C:16](=[O:18])[N:15]([CH2:19][C:20]3[CH:25]=[C:24]([C:26]([F:28])([F:29])[F:27])[CH:23]=[CH:22][C:21]=3[C:30]3[C:35]([O:36][CH3:37])=[CH:34][CH:33]=[C:32]([CH3:38])[N+:31]=3[O-:50])[C@H:14]2[CH3:39])[CH:6]=[C:7]([C:9]([F:12])([F:11])[F:10])[CH:8]=1. Procedure: To a 0° C. solution of (4S,5R)-5-[3,5-bis(trifluoromethyl)phenyl]-3-[2-(3-methoxy-6-methylpyridin-2-yl)-5-(trifluoromethyl)benzyl]-4-methyl-1,3-oxazolidin-2-one (Example 174) (7.6 mg, 0.0128 mmol) in CH2Cl2 (1.3 mL) was added m-CPBA (5.8 mg, 77% purity, 0.0256 mmol). The reaction was stirred at room temperature for 1 hour and then diluted with CH2Cl2 (10 mL), washed with aq. NaHSO3, saturated K2CO3, and brine (5 mL each). The organic layer was dried over Na2SO4, filtered, and concentrated. Purif... Starting materials: ClCC(=O)N=C=O (α-chloroacetyl isocyanate), OC1=NSC(=N1)OCC (3-hydroxy-5-ethoxy-1,2,4-thiadiazole). Run in C1=CC=CC=C1 (benzene). Run at temperature 20 celsius, time 17 hour. Product: ClCC(=O)NC(=O)N1SC(=NC1=O)OCC (2-(N-α-chloroacetylcarbamoyl)-5-ethoxy-1,2,4-thiadiazole-3-one). Yield: 58.0%. Reaction SMILES: [Cl:1][CH2:2][C:3]([N:5]=[C:6]=[O:7])=[O:4].[OH:8][C:9]1[N:13]=[C:12]([O:14][CH2:15][CH3:16])[S:11][N:10]=1>C1C=CC=CC=1>[Cl:1][CH2:2][C:3]([NH:5][C:6]([N:10]1[C:9](=[O:8])[N:13]=[C:12]([O:14][CH2:15][CH3:16])[S:11]1)=[O:7])=[O:4]. Reported procedure: 31.5 g of α-chloroacetyl isocyanate were added dropwise to a solution of 18.98 g of 3-hydroxy-5-ethoxy-1,2,4-thiadiazole in 200 ml of benzene and after stirring the mixture for 17 hours at 20° C, it was vacuum filtered. The recovered crystals were dried to obtain 20 g of 2-(N-α-chloroacetylcarbamoyl)-5-ethoxy-1,2,4-thiadiazole-3-one melting at 132° C.